Dataset: the Open Reaction Database (ORD), a public repository of structured organic reaction records. Task: describe an organic reaction: reactants, conditions, products, and yield Starting materials: BrC1=C(C(=O)N)C(=CC(=C1)F)C (2-Bromo-4-fluoro-6-methylbenzamide), N(=O)[O-].[Na+] (sodium nitrite), O (water), [N+](=O)[O-] (nitrogen dioxide). The solvent is S(O)(O)(=O)=O (sulfuric acid). Conditions: temperature 20 celsius. Product: BrC1=C(C(=O)O)C(=CC(=C1)F)C (2-Bromo-4-fluoro-6-methylbenzoic acid). Isolated yield 96.7%. Reaction SMILES: [Br:1][C:2]1[CH:10]=[C:9]([F:11])[CH:8]=[C:7]([CH3:12])[C:3]=1[C:4](N)=[O:5].N([O-])=[O:14].[Na+].[N+]([O-])=O.O>S(=O)(=O)(O)O>[Br:1][C:2]1[CH:10]=[C:9]([F:11])[CH:8]=[C:7]([CH3:12])[C:3]=1[C:4]([OH:14])=[O:5] |f:1.2,^1:16|. Procedure details: 2-Bromo-4-fluoro-6-methylbenzamide (0.9 g, 3.9 mmol) was dissolved in 75% aqueous sulfuric acid (4 mL) at 80° C. sodium nitrite (0.5 g, 7.2 mmol) was carefully added in small portions during 1 hour. At the end of addition a persistent color of nitrogen dioxide appeared. The reaction mixture was chilled to 20° C. and cold water (15 mL) was added to the reaction mixture. The product was extracted with ethyl acetate (6×2 mL). The organic phase was washed with water (4×2 mL), brine (2×2 mL), dried w... Reactants: CNC(=S)N(C)N, O, O=C(Cl)c1ccc2ccccc2c1, c1ccncc1. The product is CNC(=S)N(C)NC(=O)c1ccc2ccccc2c1. RXN SMILES: [CH3:1][N:2]([NH2:3])[C:4](=[S:5])[NH:6][CH3:7].[OH2:27].[cH:14]1[c:15]([C:24](=[O:25])[Cl:26])[cH:16][cH:17][c:18]2[cH:19][cH:20][cH:21][cH:22][c:23]12.[cH:8]1[cH:9][cH:10][n:11][cH:12][cH:13]1>>[CH3:1][N:2]([NH:3][C:24]([c:15]1[cH:14][c:23]2[c:18]([cH:17][cH:16]1)[cH:19][cH:20][cH:21][cH:22]2)=[O:25])[C:4](=[S:5])[NH:6][CH3:7]. Reactants: FC1=C(C=C(C=C1)[C@](CC1=CC=CC=C1)(C1=CC(=CC(=C1)OC(C(F)F)(F)F)F)N[S@](=O)C(C)(C)C)OC ((R)—N—((R)-1-(4-fluoro-3-methoxyphenyl)-1-(3-fluoro-5-(1,1,2,2-tetrafluoroethoxy)phenyl)-2-phenylethyl)-2-methylpropane-2-sulfinamide), FC1=C(C=C(C=C1)[C@](CC1=CC=CC=C1)(C1=CC(=CC(=C1)OC(C(F)F)(F)F)F)N[S@@](=O)C(C)(C)C)OC ((S)—N—((R)-1-(4-fluoro-3-methoxyphenyl)-1-(3-fluoro-5-(1,1,2,2-tetrafluoroethoxy)phenyl)-2-phenylethyl)-2-methylpropane-2-sulfinamide). Isolated yield 68.0%. Product: FC1=C(C=C(C=C1)C(=N[S@](=O)C(C)(C)C)C1=CC(=CC(=C1)OC(C(F)F)(F)F)F)OC ((R)—N-((4-fluoro-3-methoxyphenyl)(3-fluoro-5-(1,1,2,2-tetrafluoroethoxy)phenyl)methylene)-2-methylpropane-2-sulfinamide), CCCCCCC.CC(C)O (Heptane IPA). Reported procedure: (R)—N-((4-fluoro-3-methoxyphenyl)(3-fluoro-5-(1,1,2,2-tetrafluoroethoxy)phenyl)methylene)-2-methylpropane-2-sulfinamide was prepared by the methods described in Procedures 5 yielding a 3:1 diastereomeric mixture of (R)—N—((R)-1-(4-fluoro-3-methoxyphenyl)-1-(3-fluoro-5-(1,1,2,2-tetrafluoroethoxy)phenyl)-2-phenylethyl)-2-methylpropane-2-sulfinamide and (S)—N—((R)-1-(4-fluoro-3-methoxyphenyl)-1-(3-fluoro-5-(1,1,2,2-tetrafluoroethoxy)phenyl)-2-phenylethyl)-2-methylpropane-2-sulfinamide in 90% yield.... Reaction SMILES: [F:1][C:2]1[CH:7]=[CH:6][C:5]([C@@:8]([NH:30][S@@:31]([C:33]([CH3:36])([CH3:35])[CH3:34])=[O:32])([C:16]2[CH:21]=[C:20]([O:22][C:23]([F:28])([F:27])[CH:24]([F:26])[F:25])[CH:19]=[C:18]([F:29])[CH:17]=2)CC2C=CC=CC=2)=[CH:4][C:3]=1[O:37][CH3:38].F[C:40]1[CH:45]=[CH:44][C:43]([C@@:46](N[S@](C(C)(C)C)=O)(C2[CH:59]=[C:58]([O:60]C(F)(F)C(F)F)[CH:57]=C(F)C=2)CC2C=CC=CC=2)=[CH:42][C:41]=1OC>>[F:1][C:2]1[CH:7]=[CH:6][C:5]([C:8]([C:16]2[CH:21]=[C:20]([O:22][C:23]([F:28])([F:27])[CH:24]([F:26])[F:25])[CH:19]=[C:18]([F:29])[CH:17]=2)=[N:30][S@@:31]([C:33]([CH3:34])([CH3:35])[CH3:36])=[O:32])=[CH:4][C:3]=1[O:37][CH3:38].[CH3:44][CH2:45][CH2:40][CH2:41][CH2:42][CH2:43][CH3:46].[CH3:57][CH:58]([OH:60])[CH3:59] |f:3.4|. The reactants are COc1cccc2c1CCC(CO)C2, CCOC(=O)N=NC(=O)OCC, O=C1NC(=O)c2ccccc21, C1CCOC1. Product: COc1cccc2c1CCC(CN1C(=O)c3ccccc3C1=O)C2. RXN SMILES: [CH3:13][O:14][c:15]1[c:16]2[c:21]([cH:22][cH:23][cH:24]1)[CH2:20][CH:19]([CH2:25][OH:26])[CH2:18][CH2:17]2.[O:1]=[C:2]([O:3][CH2:4][CH3:5])[N:6]=[N:7][C:8]([O:9][CH2:10][CH3:11])=[O:12].[O:27]=[C:28]1[NH:29][C:30](=[O:31])[c:32]2[cH:33][cH:34][cH:35][cH:36][c:37]21.[O:38]1[CH2:39][CH2:40][CH2:41][CH2:42]1>>[CH3:13][O:14][c:15]1[c:16]2[c:21]([cH:22][cH:23][cH:24]1)[CH2:20][CH:19]([CH2:25][N:29]1[C:28](=[O:27])[c:37]3[c:32]([cH:33][cH:34][cH:35][cH:36]3)[C:30]1=[O:31])[CH2:18][CH2:17]2. Starting materials: CCOC(=O)C1CCCN(CCOC=C(c2sccc2C)c2sccc2C)C1, CCO, Cl, [Na+], [OH-]. The product is Cc1ccsc1C(=COCCN1CCCC(C(=O)O)C1)c1sccc1C. RXN SMILES: [CH2:1]([CH3:2])[O:3][C:4](=[O:5])[CH:6]1[CH2:7][N:8]([CH2:12][CH2:13][O:14][CH:15]=[C:16]([c:17]2[s:18][cH:19][cH:20][c:21]2[CH3:22])[c:23]2[s:24][cH:25][cH:26][c:27]2[CH3:28])[CH2:9][CH2:10][CH2:11]1.[CH3:32][CH2:33][OH:34].[ClH:31].[Na+:30].[OH-:29]>>[O:3]=[C:4]([OH:5])[CH:6]1[CH2:7][N:8]([CH2:12][CH2:13][O:14][CH:15]=[C:16]([c:17]2[s:18][cH:19][cH:20][c:21]2[CH3:22])[c:23]2[s:24][cH:25][cH:26][c:27]2[CH3:28])[CH2:9][CH2:10][CH2:11]1. The reactants are C(C)N(CC)CC1=CC2=C(C(N(O2)C(C2=CC=CC=C2)(C2=CC=CC=C2)C2=CC=CC=C2)=O)C=C1 (6-(diethylamino)methyl-2-triphenylmethyl-1,2-benzisoxazol-3(2H)-one), C(OCC)(=O)Cl (ethyl chlorocarbonate), C(Cl)Cl (methylene chloride). The solvent is CC(C)O (2-propanol). Conditions: time 3 hour. Product: ClCC1=CC2=C(C(N(O2)C(C2=CC=CC=C2)(C2=CC=CC=C2)C2=CC=CC=C2)=O)C=C1 (6-(chloromethyl)-2-triphenylmethyl-1,2-benzisoxazol-3(2H)-one). RXN SMILES: C(N([CH2:6][C:7]1[CH:35]=[CH:34][C:10]2[C:11](=[O:33])[N:12]([C:14]([C:27]3[CH:32]=[CH:31][CH:30]=[CH:29][CH:28]=3)([C:21]3[CH:26]=[CH:25][CH:24]=[CH:23][CH:22]=3)[C:15]3[CH:20]=[CH:19][CH:18]=[CH:17][CH:16]=3)[O:13][C:9]=2[CH:8]=1)CC)C.C([Cl:41])(=O)OCC.C(Cl)Cl>CC(O)C>[Cl:41][CH2:6][C:7]1[CH:35]=[CH:34][C:10]2[C:11](=[O:33])[N:12]([C:14]([C:27]3[CH:32]=[CH:31][CH:30]=[CH:29][CH:28]=3)([C:21]3[CH:26]=[CH:25][CH:24]=[CH:23][CH:22]=3)[C:15]3[CH:20]=[CH:19][CH:18]=[CH:17][CH:16]=3)[O:13][C:9]=2[CH:8]=1. Procedure details: 20.0 g of 6-(diethylamino)methyl-2-triphenylmethyl-1,2-benzisoxazol-3(2H)-one and 5.1 mL of ethyl chlorocarbonate were added to 60 mL of methylene chloride. This was then stirred for 3 hours at room temperature, and 140 mL of 2-propanol was added dropwise into the reaction mixture over a period of 30 minutes. The result was stirred for 2 hours at 5-15° C. and solids were filtered to obtain 16.6 g of 6-(chloromethyl)-2-triphenylmethyl-1,2-benzisoxazol-3(2H)-one in the form of a pale yellowish-whi... Starting materials: O=C(O)c1ccc(Cl)c(Br)c1, O=C(Cl)C(=O)Cl, ClCCl, CN(C)C=O, CC(N)c1ccccc1, c1ccncc1. Yields the product CC(NC(=O)c1ccc(Cl)c(Br)c1)c1ccccc1. RXN SMILES: [Br:1][c:2]1[cH:3][c:4]([C:5](=[O:6])[OH:7])[cH:8][cH:9][c:10]1[Cl:11].[C:12]([Cl:13])(=[O:14])[C:15]([Cl:16])=[O:17].[Cl:33][CH2:34][Cl:35].[O:36]=[CH:37][N:38]([CH3:39])[CH3:40].[c:24]1([CH:30]([CH3:31])[NH2:32])[cH:25][cH:26][cH:27][cH:28][cH:29]1.[cH:18]1[cH:19][cH:20][n:21][cH:22][cH:23]1>>[Br:1][c:2]1[cH:3][c:4]([C:5](=[O:7])[NH:32][CH:30]([c:24]2[cH:25][cH:26][cH:27][cH:28][cH:29]2)[CH3:31])[cH:8][cH:9][c:10]1[Cl:11].